From a dataset of the Open Reaction Database (ORD), a public repository of structured organic reaction records. describe an organic reaction: reactants, conditions, products, and yield Reactants: O (water), BrC1=C(CNC2=CC=C(C=C2)C2=CC=C(C=C2)Cl)C=CC(=C1)C(F)(F)F (N-(2-bromo-4-(trifluoromethyl)benzyl)-4′-chloro-[1,1′-biphenyl]-4-amine), CC1(OB(OC1(C)C)C=1C=CC(=NC1)C(=O)NCCC(=O)OCC)C (ethyl 3-(5-(4,4,5,5-tetramethyl-1,3,2-dioxaborolan-2-yl)picolinamido)propanoate), C(=O)([O-])[O-].[K+].[K+] (K2CO3). Reagents/catalysts: C1=CC=C(C=C1)P([C-]2C=CC=C2)C3=CC=CC=C3.C1=CC=C(C=C1)P([C-]2C=CC=C2)C3=CC=CC=C3.Cl[Pd]Cl.[Fe+2] (Pd(dppf)Cl2). Solvent: O1CCOCC1 (1,4-dioxane), CCOC(=O)C (EtOAc). Yields the product ClC1=CC=C(C=C1)C1=CC=C(C=C1)NCC1=C(C=C(C=C1)C(F)(F)F)C=1C=CC(=NC1)C(=O)NCCC(=O)OCC (ethyl 3-(5-(2-(((4′-chloro-[1,1′-biphenyl]-4-yl)amino)methyl)-5-(trifluoromethyl)phenyl)picolinamido)propanoate). RXN SMILES: Br[C:2]1[CH:22]=[C:21]([C:23]([F:26])([F:25])[F:24])[CH:20]=[CH:19][C:3]=1[CH2:4][NH:5][C:6]1[CH:11]=[CH:10][C:9]([C:12]2[CH:17]=[CH:16][C:15]([Cl:18])=[CH:14][CH:13]=2)=[CH:8][CH:7]=1.CC1(C)C(C)(C)OB([C:35]2[CH:36]=[CH:37][C:38]([C:41]([NH:43][CH2:44][CH2:45][C:46]([O:48][CH2:49][CH3:50])=[O:47])=[O:42])=[N:39][CH:40]=2)O1.C([O-])([O-])=O.[K+].[K+].O>O1CCOCC1.CCOC(C)=O.C1C=CC(P(C2C=CC=CC=2)[C-]2C=CC=C2)=CC=1.C1C=CC(P(C2C=CC=CC=2)[C-]2C=CC=C2)=CC=1.Cl[Pd]Cl.[Fe+2]>[Cl:18][C:15]1[CH:16]=[CH:17][C:12]([C:9]2[CH:10]=[CH:11][C:6]([NH:5][CH2:4][C:3]3[CH:19]=[CH:20][C:21]([C:23]([F:26])([F:25])[F:24])=[CH:22][C:2]=3[C:35]3[CH:36]=[CH:37][C:38]([C:41]([NH:43][CH2:44][CH2:45][C:46]([O:48][CH2:49][CH3:50])=[O:47])=[O:42])=[N:39][CH:40]=3)=[CH:7][CH:8]=2)=[CH:13][CH:14]=1 |f:2.3.4,8.9.10.11|. Reported procedure: N-(2-bromo-4-(trifluoromethyl)benzyl)-4′-chloro-[1,1′-biphenyl]-4-amine (1.4 g, 3.1 mmol), ethyl 3-(5-(4,4,5,5-tetramethyl-1,3,2-dioxaborolan-2-yl)picolinamido)propanoate, prepared as in step a, (1.6 g, 4.7 mmol), Pd(dppf)Cl2 (255 mg, 0.3 mmol), and K2CO3 (859 mg, 6.2 mmol) were dissolved in 1,4-dioxane (24 mL) and water (6 mL) and the resulting mixture was heated to 80° C. After 16 h the resulting mixture was cooled to room temperature, diluted with EtOAc, washed with water and brine, dried (Na... The reactants are I[Cu]I, Ic1ccccc1, [K+], [K+], [K+], CN(C)C=O, O=P([O-])([O-])[O-], c1c[nH]nn1. Product: c1ccc(-n2ccnn2)cc1. RXN SMILES: [Cu:26]([I:27])[I:28].[I:6][c:7]1[cH:8][cH:9][cH:10][cH:11][cH:12]1.[K+:18].[K+:19].[K+:20].[O:21]=[CH:22][N:23]([CH3:24])[CH3:25].[P:13]([O-:14])([O-:15])([O-:16])=[O:17].[nH:1]1[n:2][n:3][cH:4][cH:5]1>>[n:1]1(-[c:7]2[cH:8][cH:9][cH:10][cH:11][cH:12]2)[n:2][n:3][cH:4][cH:5]1. Reactants: 1-N, Cl (hydrochloric acid), [OH-].[Na+] (sodium hydroxide), ( E ), NC1=C(C=CC=C1)C=C(C(=O)OCC)C (ethyl 3-(2-aminophenyl)-2-methyl-2-propenate). Run in O1CCCC1 (tetrahydrofuran). The product is NC1=C(C=CC=C1)C=C(C(=O)O)C (3-(2-aminophenyl)-2-methyl-2-propenoic acid). RXN SMILES: [NH2:1][C:2]1[CH:7]=[CH:6][CH:5]=[CH:4][C:3]=1[CH:8]=[C:9]([CH3:15])[C:10]([O:12]CC)=[O:11].[OH-].[Na+].Cl>O1CCCC1>[NH2:1][C:2]1[CH:7]=[CH:6][CH:5]=[CH:4][C:3]=1[CH:8]=[C:9]([CH3:15])[C:10]([OH:12])=[O:11] |f:1.2|. Reported procedure: Into 10 ml of tetrahydrofuran (THF), 1.50 g (7.31 mmol) of (E) ethyl 3-(2-aminophenyl)-2-methyl-2-propenate were dissolved; and, with 10 ml of a 1-N aqueous sodium hydroxide solution being added thereto, the mixture was reacted at 40° C. for 4 hours. After the completion of the reaction was verified by TLC, the mixture was cooled with 10 ml of 1-N hydrochloric acid being added thereto. The precipitated crystal was filtered out, whereby 1.30 g of the aimed compound were obtained (quantitatively).